This data is from the Open Reaction Database (ORD), a public repository of structured organic reaction records. The task is: describe an organic reaction: reactants, conditions, products, and yield Reactants: CCN=C=NCCCN(C)C (EDCI), CCN(C(C)C)C(C)C (DIPEA), C=1C=CC2=C(C1)N=NN2O (HOBt), O=C1NC=2N(CC1)C=C(N2)C(=O)O (7-Oxo-5,6,7,8-tetrahydroimidazo[1,2-a]pyrimidine-2-carboxylic acid), N[C@H](CN1N=C(C=C1)C1=CC(=C(C#N)C(=C1)F)Cl)C ((S)-4-(1-(2-Aminopropyl)-1H-pyrazol-3-yl)-2-chloro-6-fluorobenzonitrile). Solvent: CN(C)C=O (DMF), O (water), CCOC(=O)C (EtOAc), CN(C)C=O (DMF). Reaction conditions: time 20 minute. Product: ClC=1C=C(C=C(C1C#N)F)C1=NN(C=C1)C[C@H](C)NC(=O)C=1N=C2N(CCC(N2)=O)C1 ((S)—N-(1-(3-(3-Chloro-4-cyano-5-fluorophenyl)-1H-pyrazol-1-yl)propan-2-yl)-7-oxo-5,6,7,8-tetrahydroimidazo[1,2-a]pyrimidine-2-carboxamide). Yield: 1.6%. RXN SMILES: [O:1]=[C:2]1[CH2:7][CH2:6][N:5]2[CH:8]=[C:9]([C:11]([OH:13])=O)[N:10]=[C:4]2[NH:3]1.CCN=C=NCCCN(C)C.CCN(C(C)C)C(C)C.C1C=CC2N(O)N=NC=2C=1.[NH2:44][C@@H:45]([CH3:62])[CH2:46][N:47]1[CH:51]=[CH:50][C:49]([C:52]2[CH:59]=[C:58]([F:60])[C:55]([C:56]#[N:57])=[C:54]([Cl:61])[CH:53]=2)=[N:48]1>CN(C=O)C.O.CCOC(C)=O>[Cl:61][C:54]1[CH:53]=[C:52]([C:49]2[CH:50]=[CH:51][N:47]([CH2:46][C@@H:45]([NH:44][C:11]([C:9]3[N:10]=[C:4]4[NH:3][C:2](=[O:1])[CH2:7][CH2:6][N:5]4[CH:8]=3)=[O:13])[CH3:62])[N:48]=2)[CH:59]=[C:58]([F:60])[C:55]=1[C:56]#[N:57]. Procedure: 7-Oxo-5,6,7,8-tetrahydroimidazo[1,2-a]pyrimidine-2-carboxylic acid (1.513 mmol, 0.274 g) was dissolved in DMF (5 ml) under nitrogen atmosphere. EDCI (1.891 mmol, 0.362 g), DIPEA (3.78 mmol, 0.489 g) and HOBt (1.891 mmol, 0.255 g) were added and the resulting mixture was stirred for 20 min at RT. (S)-4-(1-(2-Aminopropyl)-1H-pyrazol-3-yl)-2-chloro-6-fluorobenzonitrile (1.260 mmol, 0.351 g) dissolved in DMF (5 ml) was added and the resulting mixture was stirred at RT for 2 days. The mixture was dil... Starting materials: CS(C)=O, CCN(C(C)C)C(C)C, O, c1ccc(-c2csc(N3CCNCC3)n2)cc1, O=C(Nc1ccnnc1)OCC(Cl)(Cl)Cl. The product is O=C(Nc1ccnnc1)N1CCN(c2nc(-c3ccccc3)cs2)CC1. RXN SMILES: [CH3:42][S:43]([CH3:44])=[O:45].[CH:33]([N:34]([CH:35]([CH3:36])[CH3:37])[CH2:38][CH3:39])([CH3:40])[CH3:41].[OH2:46].[c:16]1(-[c:22]2[n:23][c:24]([N:27]3[CH2:28][CH2:29][NH:30][CH2:31][CH2:32]3)[s:25][cH:26]2)[cH:17][cH:18][cH:19][cH:20][cH:21]1.[n:1]1[n:2][cH:3][c:4]([NH:7][C:8]([O:9][CH2:10][C:11]([Cl:12])([Cl:13])[Cl:14])=[O:15])[cH:5][cH:6]1>>[n:1]1[n:2][cH:3][c:4]([NH:7][C:8](=[O:15])[N:30]2[CH2:29][CH2:28][N:27]([c:24]3[n:23][c:22](-[c:16]4[cH:17][cH:18][cH:19][cH:20][cH:21]4)[cH:26][s:25]3)[CH2:32][CH2:31]2)[cH:5][cH:6]1. Starting materials: C(C1=CC=CC=C1)N1C(=O)N(C(=O)C(=C1N)N=O)CCC (1-benzyl-3-propyl-5-nitroso-6-aminouracil), O1CCOC2=C1C=CC(=C2)C=O (1,4-benzodioxan-6-aldehyde), CN(N)C (1,1-dimethylhydrazine). The solvent is CN(C=O)C (dimethylformamide). Product: C(CC)N1C(=O)N(C=2N=C(NC2C1=O)C1=CC2=C(OCCO2)C=C1)CC1=CC=CC=C1 (1-Propyl-3-benzyl-8-(1,4-benzodioxan-6-yl)xanthine). Yield: 23.9%. Reaction SMILES: [CH2:1]([N:8]1[C:15]([NH2:16])=[C:14]([N:17]=O)[C:12](=[O:13])[N:11]([CH2:19][CH2:20][CH3:21])[C:9]1=[O:10])[C:2]1[CH:7]=[CH:6][CH:5]=[CH:4][CH:3]=1.[O:22]1[C:27]2[CH:28]=[CH:29][C:30]([CH:32]=O)=[CH:31][C:26]=2[O:25][CH2:24][CH2:23]1.CN(C)N>CN(C)C=O>[CH2:19]([N:11]1[C:12](=[O:13])[C:14]2[NH:17][C:32]([C:30]3[CH:29]=[CH:28][C:27]4[O:22][CH2:23][CH2:24][O:25][C:26]=4[CH:31]=3)=[N:16][C:15]=2[N:8]([CH2:1][C:2]2[CH:7]=[CH:6][CH:5]=[CH:4][CH:3]=2)[C:9]1=[O:10])[CH2:20][CH3:21]. Procedure details: 2.9 g (0.01 mol) of 1-benzyl-3-propyl-5-nitroso-6-aminouracil are added to 60 ml of dimethylformamide together with 2.3 g (0.014 mol) of 1,4-benzodioxan-6-aldehyde, then 0.5 g (0.014 mol) of 1,1-dimethylhydrazine are added and the mixture is refluxed for 8 hours. After working up in the usual way, the crystalline residue is triturated with ethanol and filtered under suction. 1.0 g of the title compound is obtained in the form of yellow crystals, m.p. 290° C.